Dataset: the Open Reaction Database (ORD), a public repository of structured organic reaction records. Task: describe an organic reaction: reactants, conditions, products, and yield The reactants are N1=CC=CC2=CC=CC=C12 (quinoline), C(C1=CC=CC=C1)(=O)C1=C(C(=C(N1)CC(=O)OCC)C(=O)O)C (ethyl 5-benzoyl-3-carboxy-4-methyl-pyrrole-2-acetate), C(C1=CC=CC=C1)(=O)C1=C(C=C(N1)CC(=O)OCC)C (ethyl 5-benzoyl-4-methylpyrrole-2-acetate), [OH-].[Na+] (sodium hydroxide), Cl (hydrochloric acid). Reagents/catalysts: [Cr](=O)([O-])[O-].[Cu+2] (copper chromite). Run in C(C)O (ethanol). Product: C(C1=CC=CC=C1)(=O)C1=C(C=C(N1)CC(=O)O)C (5-Benzoyl-4-methylpyrrole-2-acetic acid). Isolated yield 50.0%. RXN SMILES: [C:1]([C:9]1[NH:13][C:12]([CH2:14][C:15]([O:17]CC)=[O:16])=[C:11](C(O)=O)[C:10]=1[CH3:23])(=[O:8])[C:2]1[CH:7]=[CH:6][CH:5]=[CH:4][CH:3]=1.N1C2C(=CC=CC=2)C=CC=1.Cl.C(C1NC(CC(OCC)=O)=CC=1C)(=O)C1C=CC=CC=1.[OH-].[Na+]>[Cr]([O-])([O-])=O.[Cu+2].C(O)C>[C:1]([C:9]1[NH:13][C:12]([CH2:14][C:15]([OH:17])=[O:16])=[CH:11][C:10]=1[CH3:23])(=[O:8])[C:2]1[CH:7]=[CH:6][CH:5]=[CH:4][CH:3]=1 |f:4.5,6.7|. Reported procedure: A solution of 4.13 g. (0.0131 mole) of ethyl 5-benzoyl-3-carboxy-4-methyl-pyrrole-2-acetate in 80 ml. of quinoline in the presence of a trace amount of copper chromite is heated at 180-183° C. for 5 hours. The mixture is poured into dilute hydrochloric acid and extracted three times with ether. The ether extracts are combined and washed successively with dilute hydrochloric acid, sodium bicarbonate solution and brine and then dried over anhydrous magnesium sulfate. The solvent is evaporated in v... Starting materials: O=C([O-])[O-], Cc1ccc(S(=O)(=O)OCC2OC(c3ccc(Cl)c(Cc4ncc(-c5ccco5)s4)c3)C(O)C(O)C2O)cc1, [Cs+], [Cs+], CN(C)C=O, O, c1nc[nH]n1. Yields the product OC1C(Cn2cncn2)OC(c2ccc(Cl)c(Cc3ncc(-c4ccco4)s3)c2)C(O)C1O. Reaction SMILES: [C:1](=[O:2])([O-:3])[O-:4].[CH3:12][c:13]1[cH:14][cH:15][c:16]([S:17]([O:18][CH2:23][CH:24]2[O:25][CH:26]([c:33]3[cH:34][c:35]([CH2:40][c:41]4[s:42][c:43](-[c:46]5[o:47][cH:48][cH:49][cH:50]5)[cH:44][n:45]4)[c:36]([Cl:39])[cH:37][cH:38]3)[CH:27]([OH:32])[CH:28]([OH:31])[CH:29]2[OH:30])(=[O:19])=[O:20])[cH:21][cH:22]1.[Cs+:5].[Cs+:6].[O:52]=[CH:53][N:54]([CH3:55])[CH3:56].[OH2:51].[nH:7]1[n:8][cH:9][n:10][cH:11]1>>[n:7]1([CH2:23][CH:24]2[O:25][CH:26]([c:33]3[cH:34][c:35]([CH2:40][c:41]4[s:42][c:43](-[c:46]5[o:47][cH:48][cH:49][cH:50]5)[cH:44][n:45]4)[c:36]([Cl:39])[cH:37][cH:38]3)[CH:27]([OH:32])[CH:28]([OH:31])[CH:29]2[OH:30])[n:8][cH:9][n:10][cH:11]1. Reactants: [Cl-].[NH4+] (ammonium chloride), [BH4-].[Li+] (lithium borohydride), C[C@H](CC(=O)OC)C(=O)NC1=NN(C=C1)C (methyl (3R)-3-methyl-4-((1-methyl-1H-pyrazol-3-yl)amino)-4-oxobutanoate). Solvent: C1CCOC1 (THF), CO (methanol). Run at time 2 hour. Product: OCC[C@H](C(=O)NC1=NN(C=C1)C)C ((2R)-4-hydroxy-2-methyl-N-(1-methyl-1H-pyrazol-3-yl)butanamide). Isolated yield 99.0%. As a reaction SMILES: [BH4-].[Li+].[CH3:3][C@@H:4]([C:10]([NH:12][C:13]1[CH:17]=[CH:16][N:15]([CH3:18])[N:14]=1)=[O:11])[CH2:5][C:6](OC)=[O:7].[Cl-].[NH4+]>C1COCC1.CO>[OH:7][CH2:6][CH2:5][C@@H:4]([CH3:3])[C:10]([NH:12][C:13]1[CH:17]=[CH:16][N:15]([CH3:18])[N:14]=1)=[O:11] |f:0.1,3.4|. Reported procedure: To a solution of lithium borohydride (97 mg) in THF (5.0 mL) was added a solution of methyl (3R)-3-methyl-4-((1-methyl-1H-pyrazol-3-yl)amino)-4-oxobutanoate (240 mg) in methanol (1.0 mL) under ice-cooling. The reaction mixture was stirred at room temperature for 2 hr, saturated aqueous ammonium chloride solution was added thereto, and the mixture was extracted with ethyl acetate. The extract was washed with saturated brine, and dried over anhydrous sodium sulfate, and the solvent was evaporated ... The reactants are C(C1=CC=CC=C1)O (BnOH), [H-].[Na+] (NaH), BrC=1C(=NC=C(C1)Cl)Cl (3-bromo-2,5-dichloro-pyridine), [H][H] (hydrogen). The solvent is CN(C)C=O (DMF), CCCCCC (hexane), CN(C)C=O (DMF). Run at temperature 100 celsius, time 30 minute. Yields the product C(C1=CC=CC=C1)OC1=NC=C(C=C1Br)Cl (2-Benzyloxy-3-bromo-5-chloro-pyridine). As a reaction SMILES: [H-].[Na+].[Br:3][C:4]1[C:5](Cl)=[N:6][CH:7]=[C:8]([Cl:10])[CH:9]=1.[CH2:12]([OH:19])[C:13]1[CH:18]=[CH:17][CH:16]=[CH:15][CH:14]=1.[H][H]>CCCCCC.CN(C=O)C>[CH2:12]([O:19][C:5]1[C:4]([Br:3])=[CH:9][C:8]([Cl:10])=[CH:7][N:6]=1)[C:13]1[CH:18]=[CH:17][CH:16]=[CH:15][CH:14]=1 |f:0.1|. Procedure: In a microwave tube NaH (60% in paraffin. 56 mg. 1.4 mmol) was washed with hexane and 3-bromo-2,5-dichloro-pyridine (245 mg. 1.08 mmol) in dry DMF (2 mL) were added. To this suspension BnOH (123 μL. 1.23 mmol) in dry DMF (1 mL) was dropped carefully. The reaction mixture was stirred 15 min until the formation of hydrogen has ceased. The tube was sealed and stirred at 100° C. in a microwave reactor for 30 min. After removal of the solvent in vacuo the residue was partioned between water (10 mL) a... Starting materials: O=C([O-])[O-], O=C(c1c(Cl)ncnc1Cl)N(CCO)c1ccc(I)cc1, [K+], [K+], CN(C)C=O. Product: O=C1c2c(Cl)ncnc2OCCN1c1ccc(I)cc1. Reaction SMILES: [C:22](=[O:23])([O-:24])[O-:25].[Cl:1][c:2]1[n:3][cH:4][n:5][c:6]([Cl:21])[c:7]1[C:8](=[O:9])[N:10]([c:11]1[cH:12][cH:13][c:14]([I:17])[cH:15][cH:16]1)[CH2:18][CH2:19][OH:20].[K+:26].[K+:27].[O:28]=[CH:29][N:30]([CH3:31])[CH3:32]>>[Cl:1][c:2]1[n:3][cH:4][n:5][c:6]2[c:7]1[C:8](=[O:9])[N:10]([c:11]1[cH:12][cH:13][c:14]([I:17])[cH:15][cH:16]1)[CH2:18][CH2:19][O:20]2. The reactants are Cc1c(F)c(F)cc(C(=O)O)c1Cl, O=S(Cl)Cl. Product: Cc1c(F)c(F)cc(C(=O)Cl)c1Cl. Reaction SMILES: [Cl:1][c:2]1[c:3]([C:4](=[O:5])[OH:6])[cH:7][c:8]([F:13])[c:9]([F:12])[c:10]1[CH3:11].[S:14]([Cl:15])([Cl:16])=[O:17]>>[Cl:1][c:2]1[c:3]([C:4](=[O:5])[Cl:16])[cH:7][c:8]([F:13])[c:9]([F:12])[c:10]1[CH3:11].